This data is from the Open Reaction Database (ORD), a public repository of structured organic reaction records. The task is: describe an organic reaction: reactants, conditions, products, and yield Reactants: ClC1=NC(=NC(=C1)Cl)C1=CC(=CC=C1)Cl (4,6-dichloro-2-(m-chlorophenyl)-pyrimidine), CN1CCNCC1 (N-methylpiperazine), C(C)O (ethanol). Solvent: O (water). Yields the product ClC1=NC(=NC(=C1)N1CCN(CC1)C)C1=CC(=CC=C1)Cl (4-chloro-2-(3-chlorophenyl)-6-(4-methylpiperazin-1-yl)-pyrimidine). Reaction SMILES: Cl[C:2]1[CH:7]=[C:6]([Cl:8])[N:5]=[C:4]([C:9]2[CH:14]=[CH:13][CH:12]=[C:11]([Cl:15])[CH:10]=2)[N:3]=1.[CH3:16][N:17]1[CH2:22][CH2:21][NH:20][CH2:19][CH2:18]1.C(O)C>O>[Cl:8][C:6]1[CH:7]=[C:2]([N:20]2[CH2:21][CH2:22][N:17]([CH3:16])[CH2:18][CH2:19]2)[N:3]=[C:4]([C:9]2[CH:14]=[CH:13][CH:12]=[C:11]([Cl:15])[CH:10]=2)[N:5]=1. Procedure: a solution of 7.8 g. of 4,6-dichloro-2-(m-chlorophenyl)-pyrimidine and 6.0 g. of N-methylpiperazine in 35 ml. of absolute ethanol is refluxed for fifteen minutes. Pouring of the resulting solution into 700 ml. of water causes separation of a gummy material which solidifies on standing over a weekend. The crude product weighs 6.5 g. and recrystallization from n-heptane affords cotton-like crystals of 4-chloro-2-(3-chlorophenyl)-6-(4-methylpiperazin-1-yl)-pyrimidine, m.p. 93°-94°C.